Dataset: the Open Reaction Database (ORD), a public repository of structured organic reaction records. Task: describe an organic reaction: reactants, conditions, products, and yield As a reaction SMILES: [C:1]([O:2][CH2:3][CH2:4][CH2:5][CH:6]([CH2:7][O:8][N+:9](=[O:10])[O-:11])[O:12][N+:13](=[O:14])[O-:15])([O:16][CH2:17][C:18](=[C:19]([CH2:20][O:21][Si:22]([C:23]([CH3:24])([CH3:25])[CH3:26])([CH3:27])[CH3:28])[c:29]1[cH:30][cH:31][cH:32][cH:33][cH:34]1)[c:35]1[cH:36][cH:37][c:38]([S:41](=[O:42])(=[O:43])[CH3:44])[cH:39][cH:40]1)=[O:45].[CH3:46][C:47]#[N:48].[CH3:49][c:50]1[cH:51][cH:52][cH:53][cH:54][cH:55]1>>[C:1]([O:2][CH2:3][CH2:4][CH2:5][CH:6]([CH2:7][O:8][N+:9](=[O:10])[O-:11])[O:12][N+:13](=[O:14])[O-:15])([O:16][CH2:17][C:18](=[C:19]([CH2:20][OH:21])[c:29]1[cH:30][cH:31][cH:32][cH:33][cH:34]1)[c:35]1[cH:36][cH:37][c:38]([S:41](=[O:42])(=[O:43])[CH3:44])[cH:39][cH:40]1)=[O:45]. Product: CS(=O)(=O)c1ccc(C(COC(=O)OCCCC(CO[N+](=O)[O-])O[N+](=O)[O-])=C(CO)c2ccccc2)cc1. The reactants are CC(C)(C)[Si](C)(C)OCC(=C(COC(=O)OCCCC(CO[N+](=O)[O-])O[N+](=O)[O-])c1ccc(S(C)(=O)=O)cc1)c1ccccc1, CC#N, Cc1ccccc1. Reaction SMILES: [B:1]([Br:2])([Br:3])[Br:4].[C:20](=[O:21])([O-:22])[OH:23].[CH3:5][O:6][c:7]1[c:8]([CH3:16])[cH:9][c:10]([CH2:13][C:14]#[N:15])[cH:11][cH:12]1.[Cl:17][CH2:18][Cl:19].[Na+:24]>>[OH:6][c:7]1[c:8]([CH3:16])[cH:9][c:10]([CH2:13][C:14]#[N:15])[cH:11][cH:12]1. Starting materials: BrB(Br)Br, O=C([O-])O, COc1ccc(CC#N)cc1C, ClCCl, [Na+]. The product is Cc1cc(CC#N)ccc1O. Reactants: C1C=C(C2=CC=CC=C12)CCN1CCC(CC1)NC(C1=CC=CC=C1)=O (1-[2-(3-Indenyl)ethyl]-4-benzamidopiperidine), BrCCCC1=CCC2=CC=CC=C12 (3-(3-bromopropyl)indene). The product is C1C=C(C2=CC=CC=C12)CCCN1CCC(CC1)NC(C1=CC=CC=C1)=O (1-[3-(3-Indenyl)propyl]-4-benzamidopiperidine). As a reaction SMILES: [CH2:1]1[C:9]2[C:4](=[CH:5][CH:6]=[CH:7][CH:8]=2)[C:3]([CH2:10][CH2:11][N:12]2[CH2:17][CH2:16][CH:15]([NH:18][C:19](=[O:26])[C:20]3[CH:25]=[CH:24][CH:23]=[CH:22][CH:21]=3)[CH2:14][CH2:13]2)=[CH:2]1.Br[CH2:28]CCC1C2C(=CC=CC=2)CC=1>>[CH2:28]1[C:8]2[C:9](=[CH:1][CH:2]=[CH:6][CH:7]=2)[C:4]([CH2:3][CH2:10][CH2:11][N:12]2[CH2:13][CH2:14][CH:15]([NH:18][C:19](=[O:26])[C:20]3[CH:21]=[CH:22][CH:23]=[CH:24][CH:25]=3)[CH2:16][CH2:17]2)=[CH:5]1. Reported procedure: Prepared in a similar manner to the compound of Example 14 but using 3-(3-bromopropyl)indene in place of 3-(2-bromoethyl)indene. The title compound crystallised from isopropanol, m.p. 157°-9° C. (Found: C, 79.8; H, 8.1. N, 7.7. C24H28N2O requires C, 80.0; H, 7.8; N, 7.8%). Starting materials: C(C1=CC=CC=C1)(C1=CC=CC=C1)(C1=CC=CC=C1)N[C@H](CC(=O)OC)C(=O)OC ((R)-dimethyl N-tritylaspartate), CP(OC)(OC)=O (dimethyl methylphosphonate), solution, C(CCC)[Li] (n-butyllithium). Run in O1CCCC1 (tetrahydrofuran), O1CCCC1 (tetrahydrofuran). Run at temperature -78 celsius, time 0.5 hour. The product is C(C1=CC=CC=C1)(C1=CC=CC=C1)(C1=CC=CC=C1)N[C@H](CC(CP(=O)(OC)OC)=O)C(=O)OC ((R)-Methyl N-trityl-4-oxo-5-(dimethylphosphono)norvalinate). The yield is 67.6%. RXN SMILES: [CH3:1][P:2](=[O:7])([O:5][CH3:6])[O:3][CH3:4].C([Li])CCC.[C:13]([NH:32][C@@H:33]([C:39]([O:41][CH3:42])=[O:40])[CH2:34][C:35](OC)=[O:36])([C:26]1[CH:31]=[CH:30][CH:29]=[CH:28][CH:27]=1)([C:20]1[CH:25]=[CH:24][CH:23]=[CH:22][CH:21]=1)[C:14]1[CH:19]=[CH:18][CH:17]=[CH:16][CH:15]=1>O1CCCC1>[C:13]([NH:32][C@@H:33]([C:39]([O:41][CH3:42])=[O:40])[CH2:34][C:35](=[O:36])[CH2:1][P:2]([O:5][CH3:6])([O:3][CH3:4])=[O:7])([C:20]1[CH:21]=[CH:22][CH:23]=[CH:24][CH:25]=1)([C:26]1[CH:31]=[CH:30][CH:29]=[CH:28][CH:27]=1)[C:14]1[CH:15]=[CH:16][CH:17]=[CH:18][CH:19]=1. Procedure: Dissolve dimethyl methylphosphonate (83mL, 0.766 mol) in anhydrous tetrahydrofuran (800 mL), cool to -78° C. and place under an inert atmosphere. Add, by dropwise addition over 15 minutes, n-butyllithium (306 mL of a 2.5M solution, 0,766 mol). Stir the resulting clear solution for a further 0.5 hour. While maintaining the solution at -78° C, add by dropwise addition over 15 minutes, to another solution of (R)-dimethyl N-tritylaspartate (71 g, 0.182 mol) in anhydrous tetrahydrofuran (200 mL) also...